Dataset: the Open Reaction Database (ORD), a public repository of structured organic reaction records. Task: describe an organic reaction: reactants, conditions, products, and yield Reactants: BrC1=CN(C2=C1C=NC(=C2)C(=O)OCC)CCCOC (ethyl 3-bromo-1-(3-methoxypropyl)-1H-pyrrolo[3,2-c]pyridine-6-carboxylate), CB1OB(OB(O1)C)C (trimethylboroxine), C([O-])([O-])=O.[Cs+].[Cs+] (cesium carbonate), C1(CCCCC1)P(C1=C(C=CC=C1)C1=C(C=C(C=C1C(C)C)C(C)C)C(C)C)C1CCCCC1 (2-dicyclohexylphosphino-2′,4′,6′-triisopropyl-1,1′-biphenyl). Reagents/catalysts: C=1C=CC(=CC1)/C=C/C(=O)/C=C/C2=CC=CC=C2.C=1C=CC(=CC1)/C=C/C(=O)/C=C/C2=CC=CC=C2.C=1C=CC(=CC1)/C=C/C(=O)/C=C/C2=CC=CC=C2.[Pd].[Pd] (tris(dibenzylideneacetone)dipalladium). Run in O1CCOCC1 (1,4-dioxane), O (water). Reaction conditions: temperature 110 celsius, time 15 hour. Product: COCCCN1C=C(C=2C=NC(=CC21)C(=O)OCC)C (ethyl 1-(3-methoxypropyl)-3-methyl-1H-pyrrolo[3,2-c]pyridine-6-carboxylate). RXN SMILES: Br[C:2]1[C:6]2[CH:7]=[N:8][C:9]([C:11]([O:13][CH2:14][CH3:15])=[O:12])=[CH:10][C:5]=2[N:4]([CH2:16][CH2:17][CH2:18][O:19][CH3:20])[CH:3]=1.[CH3:21]B1OB(C)OB(C)O1.C(=O)([O-])[O-].[Cs+].[Cs+].C1(P(C2CCCCC2)C2C=CC=CC=2C2C(C(C)C)=CC(C(C)C)=CC=2C(C)C)CCCCC1>O1CCOCC1.C1C=CC(/C=C/C(/C=C/C2C=CC=CC=2)=O)=CC=1.C1C=CC(/C=C/C(/C=C/C2C=CC=CC=2)=O)=CC=1.C1C=CC(/C=C/C(/C=C/C2C=CC=CC=2)=O)=CC=1.[Pd].[Pd].O>[CH3:20][O:19][CH2:18][CH2:17][CH2:16][N:4]1[C:5]2[CH:10]=[C:9]([C:11]([O:13][CH2:14][CH3:15])=[O:12])[N:8]=[CH:7][C:6]=2[C:2]([CH3:21])=[CH:3]1 |f:2.3.4,7.8.9.10.11|. Procedure: To a solution of ethyl 3-bromo-1-(3-methoxypropyl)-1H-pyrrolo[3,2-c]pyridine-6-carboxylate (1.70 g) in 1,4-dioxane (25 mL) were added trimethylboroxine (2.09 mL), cesium carbonate (4.87 g), 2-dicyclohexylphosphino-2′,4′,6′-triisopropyl-1,1′-biphenyl (X-Phos) (297 mg) and tris(dibenzylideneacetone)dipalladium (228 mg) under argon, and the mixture was stirred at 110° C. for 15 hours. The reaction solution was cooled, and then thereto was added water, and the mixture was extracted with ethyl acetat...